From a dataset of the Open Reaction Database (ORD), a public repository of structured organic reaction records. describe an organic reaction: reactants, conditions, products, and yield The reactants are N(=O)[O-].[Na+] (NaNO2), NC(=O)N (Urea), NC=1C=CC(=C(C1)OC)C (5-amino-2-methylanisole), OS(=O)(=O)O (H2SO4), [I-].[K+] (potassium iodide). Reaction conditions: time 30 minute. The yield is 65.9%. Reaction SMILES: N[C:2]1[CH:3]=[CH:4][C:5]([CH3:10])=[C:6]([O:8][CH3:9])[CH:7]=1.OS(O)(=O)=O.N([O-])=O.[Na+].NC(N)=O.[I-:24].[K+]>O>[I:24][C:2]1[CH:3]=[CH:4][C:5]([CH3:10])=[C:6]([O:8][CH3:9])[CH:7]=1 |f:2.3,5.6|. Reported procedure: 5-amino-2-methylanisole (8.05 g, 58.7 mmol) was dissolved in 244 mL water and 8.1 mL concentrated H2SO4 and cooled to 0° C. NaNO2 (4.86 g, 70.4 mmol) in 61 mL water was added dropwise with stirring. Reaction was stirred 30 minutes at 0° C. Urea (0.70 g, 11.7 mmol) was added and stirring continued for an additional 30 minutes. The pale yellow solution was transferred to a dropping funnel and added slowly to a stirred solution of potassium iodide (19.48 g, 117.4 mmol) in 122 mL water. The solution... Yields the product IC=1C=CC(=C(C1)OC)C (5-iodo-2-methyl anisole). Run in O (water), O (water), O (water). The reactants are OC1=C(C(=O)O)C=CC=C1 (2-hydroxybenzoic acid), C(=O)([O-])[O-].[Cs+].[Cs+] (Cs2CO3), CC(C)(C(CC(C(C)(C)C)=O)=O)C (2,2,6,6-tetramethyl-heptane-3,5-dione), BrC=1C=C2C=NN(C2=CC1)CC(C)C (5-Bromo-1-isobutyl-1H-indazole). Reagents/catalysts: Cl[Cu] (CuCl). Solvent: CN1CCCC1=O (NMP), CN1CCCC1=O (NMP). Run at temperature 145 celsius. The product is C(C(C)C)N1N=CC2=CC(=CC=C12)OC1=C(C=CC=C1)CC(=O)O ([2-(1-Isobutyl-1H-indazol-5-yloxy)-phenyl]-acetic acid). The yield is 36.3%. RXN SMILES: [OH:1][C:2]1[CH:10]=[CH:9][CH:8]=[CH:7][C:3]=1[C:4](O)=O.[C:11]([O-:14])([O-])=[O:12].[Cs+].[Cs+].CC(C)(C(=O)CC(=O)C(C)(C)C)C.Br[C:31]1[CH:32]=[C:33]2[C:37](=[CH:38][CH:39]=1)[N:36]([CH2:40][CH:41]([CH3:43])[CH3:42])[N:35]=[CH:34]2>CN1C(=O)CCC1.Cl[Cu]>[CH2:40]([N:36]1[C:37]2[C:33](=[CH:32][C:31]([O:1][C:2]3[CH:10]=[CH:9][CH:8]=[CH:7][C:3]=3[CH2:4][C:11]([OH:14])=[O:12])=[CH:39][CH:38]=2)[CH:34]=[N:35]1)[CH:41]([CH3:43])[CH3:42] |f:1.2.3|. Procedure: To a degassed suspension of 2-hydroxybenzoic acid (2.4 g, 15.8 mmol) and Cs2CO3 (7.72 g, 23.7 mmol) in NMP (13 mL), 2,2,6,6-tetramethyl-heptane-3,5-dione (0.41 mL, 1.97 mmol) and compound 14p (2.0 g, 7.90 mmol) was added followed by small amount of NMP for rinsing. The resulting mixture was degassed again with nitrogen and then CuCl (0.39 g, 3.95 mmol) was added and reaction again degassed. The mixture was heated to 140-150° C. After mixing for 22 hours, the reaction mixture was poured into ethe... Yields the product NC=1SC=C(N1)C(C(=O)NC1[C@@H]2N(C(=CCS2)C(=O)O)C1=O)=NOCC (7-[2-(2-amino-4-thiazolyl)-2-ethoxyiminoacetamido]-3-cephem-4-carboxylic acid). Reaction conditions: time 2 hour. Solvent: O1CCCC1 (tetrahydrofuran). The yield is 35.0%. Reported procedure: Palladium on carbon (1.0 g.) moistened with water (3 ml.) was added to a solution of 4-nitrobenzyl 7-[2-(2-amino-4-thiazolyl)-2-ethoxyiminoacetamido]-3-cephem-4-carboxylate (syn isomer, 2.3 g.) in a mixture of tetrahydrofuran (30 ml.), methanol (15 ml.) and acetic acid (0.3 ml.), and the suspension was subjected to catalytic reduction at room temperature under ordinary pressure for 2 hours. After removing the catalyst from the resultant mixture by filtration, the filtrate was concentrated under ... RXN SMILES: O.[NH2:2][C:3]1[S:4][CH:5]=[C:6]([C:8](=[N:34][O:35][CH2:36][CH3:37])[C:9]([NH:11][CH:12]2[C:32](=[O:33])[N:14]3[C:15]([C:19]([O:21]CC4C=CC([N+]([O-])=O)=CC=4)=[O:20])=[CH:16][CH2:17][S:18][C@H:13]23)=[O:10])[N:7]=1.CO.C(O)(=O)C>[Pd].O1CCCC1>[NH2:2][C:3]1[S:4][CH:5]=[C:6]([C:8](=[N:34][O:35][CH2:36][CH3:37])[C:9]([NH:11][CH:12]2[C:32](=[O:33])[N:14]3[C:15]([C:19]([OH:21])=[O:20])=[CH:16][CH2:17][S:18][C@H:13]23)=[O:10])[N:7]=1. The reagents and catalysts are [Pd] (Palladium on carbon). Starting materials: O (water), NC=1SC=C(N1)C(C(=O)NC1[C@@H]2N(C(=CCS2)C(=O)OCC2=CC=C(C=C2)[N+](=O)[O-])C1=O)=NOCC (4-nitrobenzyl 7-[2-(2-amino-4-thiazolyl)-2-ethoxyiminoacetamido]-3-cephem-4-carboxylate), CO (methanol), C(C)(=O)O (acetic acid). Reactants: N1CCC2=CC(=CC=C12)C(=O)OC (methyl indoline-5-carboxylate), [N+](=O)([O-])C=1C=C(CBr)C=CC1 (3-nitrobenzyl bromide), C([O-])([O-])=O.[K+].[K+] (potassium carbonate). Run in CC(=O)CC (methylethylketone). Product: [N+](=O)([O-])C=1C=C(CN2CCC3=CC(=CC=C23)C(=O)OC)C=CC1 (methyl 1-(3-nitrobenzyl)indoline-5-carboxylate). RXN SMILES: [NH:1]1[C:9]2[C:4](=[CH:5][C:6]([C:10]([O:12][CH3:13])=[O:11])=[CH:7][CH:8]=2)[CH2:3][CH2:2]1.[N+:14]([C:17]1[CH:18]=[C:19]([CH:22]=[CH:23][CH:24]=1)[CH2:20]Br)([O-:16])=[O:15].C(=O)([O-])[O-].[K+].[K+]>CC(CC)=O>[N+:14]([C:17]1[CH:18]=[C:19]([CH:22]=[CH:23][CH:24]=1)[CH2:20][N:1]1[C:9]2[C:4](=[CH:5][C:6]([C:10]([O:12][CH3:13])=[O:11])=[CH:7][CH:8]=2)[CH2:3][CH2:2]1)([O-:16])=[O:15] |f:2.3.4|. Reported procedure: A mixture of the indoline (Example 31) (4.39 g), 3-nitrobenzyl bromide (5.02 g) and anhydrous potassium carbonate (3.17 g) in methylethylketone (150 ml) was heated under reflux for 18 hours. On cooling, the inorganics were filtered off and the solvent removed in vacuo. The reaction mixture was extracted from water into ethyl acetate, dried over anhydrous magnesium sulphate, filtered and evaporated in vacuo. Purification by flash chromatography on silica, eluting with chloroform, gave methyl 1-(3... Starting materials: CC(C)O, CC(O)(c1ccc(F)cc1)C1CC1, Cl. Reaction SMILES: [CH:15]([OH:16])([CH3:17])[CH3:18].[CH:1]1([C:4]([CH3:5])([OH:6])[c:7]2[cH:8][cH:9][c:10]([F:13])[cH:11][cH:12]2)[CH2:2][CH2:3]1.[ClH:14]>>[CH:1]([CH2:2][CH2:3][Cl:14])=[C:4]([CH3:5])[c:7]1[cH:8][cH:9][c:10]([F:13])[cH:11][cH:12]1. Product: CC(=CCCCl)c1ccc(F)cc1. Starting materials: ClCCl, Cc1ccccc1, CCCCCCC, O=C(Cl)C(=O)Cl, COc1cc(N)ccc1OC(F)(F)C(F)(F)c1ccc(Cl)cc1, NC(=O)c1c(F)cccc1F. Yields the product COc1cc(NC(=O)NC(=O)c2c(F)cccc2F)ccc1OC(F)(F)C(F)(F)c1ccc(Cl)cc1. Reaction SMILES: [CH2:18]([Cl:19])[Cl:20].[CH3:44][c:45]1[cH:46][cH:47][cH:48][cH:49][cH:50]1.[CH3:51][CH2:52][CH2:53][CH2:54][CH2:55][CH2:56][CH3:57].[Cl:12][C:13](=[O:14])[C:15]([Cl:16])=[O:17].[Cl:21][c:22]1[cH:23][cH:24][c:25]([C:28]([C:29]([O:30][c:31]2[c:32]([O:38][CH3:39])[cH:33][c:34]([NH2:35])[cH:36][cH:37]2)([F:40])[F:41])([F:42])[F:43])[cH:26][cH:27]1.[F:1][c:2]1[c:3]([C:4](=[O:5])[NH2:6])[c:7]([F:11])[cH:8][cH:9][cH:10]1>>[F:1][c:2]1[c:3]([C:4](=[O:5])[NH:6][C:13](=[O:14])[NH:35][c:34]2[cH:33][c:32]([O:38][CH3:39])[c:31]([O:30][C:29]([C:28]([c:25]3[cH:24][cH:23][c:22]([Cl:21])[cH:27][cH:26]3)([F:42])[F:43])([F:40])[F:41])[cH:37][cH:36]2)[c:7]([F:11])[cH:8][cH:9][cH:10]1. Starting materials: C(C1=CC=CC=C1)OC(NC=1C=C2C(=CC=NC2=CC1OC)OC1=CC(=C(C=C1)N)F)=O ([4-(4-Amino-3-fluorophenoxy)-7-methoxyquinolin-6-yl]carbamic acid benzyl ester), C1(=CC=CC=C1)OC(NC1CC1)=O (cyclopropylcarbamic acid phenyl ester). The solvent is CS(=O)C (dimethylsulfoxide). The product is C(C1=CC=CC=C1)OC(NC=1C=C2C(=CC=NC2=CC1OC)OC1=CC(=C(C=C1)NC(=O)NC1CC1)F)=O ({4-[4-(Cyclopropylureido)-3-fluorophenoxy]-7-methoxyquinolin-6-yl}carbamic acid benzyl ester). Isolated yield 9.2%. As a reaction SMILES: [CH2:1]([O:8][C:9](=[O:32])[NH:10][C:11]1[CH:12]=[C:13]2[C:18](=[CH:19][C:20]=1[O:21][CH3:22])[N:17]=[CH:16][CH:15]=[C:14]2[O:23][C:24]1[CH:29]=[CH:28][C:27]([NH2:30])=[C:26]([F:31])[CH:25]=1)[C:2]1[CH:7]=[CH:6][CH:5]=[CH:4][CH:3]=1.C1([O:39][C:40](=O)[NH:41][CH:42]2[CH2:44][CH2:43]2)C=CC=CC=1>CS(C)=O>[CH2:1]([O:8][C:9](=[O:32])[NH:10][C:11]1[CH:12]=[C:13]2[C:18](=[CH:19][C:20]=1[O:21][CH3:22])[N:17]=[CH:16][CH:15]=[C:14]2[O:23][C:24]1[CH:29]=[CH:28][C:27]([NH:30][C:40]([NH:41][CH:42]2[CH2:44][CH2:43]2)=[O:39])=[C:26]([F:31])[CH:25]=1)[C:2]1[CH:7]=[CH:6][CH:5]=[CH:4][CH:3]=1. Procedure details: [4-(4-Amino-3-fluorophenoxy)-7-methoxyquinolin-6-yl]carbamic acid benzyl ester (100 mg) and cyclopropylcarbamic acid phenyl ester (64 mg) were heated and stirred in dimethylsulfoxide (0.7 ml) at 85° C. for 5 hours and 40 minutes, in the same manner as Example 224, to obtain the title compound (11 mg) as a solid.